From a dataset of the Open Reaction Database (ORD), a public repository of structured organic reaction records. describe an organic reaction: reactants, conditions, products, and yield Starting materials: BrCC(=O)OC1=CC=CC=C1 (phenyl bromoacetate), C(CCCCCCCCCCCCC)N(C)C (tetradecyldimethylamine). Run at time 3 day. Product: [Br-].O(C1=CC=CC=C1)C(=O)C[N+](C)(C)CCCCCCCCCCCCCC (phenoxycarbonylmethyltetradecyldimethyl ammonium bromide). Reaction SMILES: [Br:1][CH2:2][C:3]([O:5][C:6]1[CH:11]=[CH:10][CH:9]=[CH:8][CH:7]=1)=[O:4].[CH2:12]([N:26]([CH3:28])[CH3:27])[CH2:13][CH2:14][CH2:15][CH2:16][CH2:17][CH2:18][CH2:19][CH2:20][CH2:21][CH2:22][CH2:23][CH2:24][CH3:25]>>[Br-:1].[O:5]([C:3]([CH2:2][N+:26]([CH2:12][CH2:13][CH2:14][CH2:15][CH2:16][CH2:17][CH2:18][CH2:19][CH2:20][CH2:21][CH2:22][CH2:23][CH2:24][CH3:25])([CH3:27])[CH3:28])=[O:4])[C:6]1[CH:11]=[CH:10][CH:9]=[CH:8][CH:7]=1 |f:2.3|. Reported procedure: A mixture of 55 g (0.26 mol) phenyl bromoacetate and 62 g (0.26 mol) of tetradecyldimethylamine was allowed to stand at room temperature for three days. The resultant crystalline mass was washed well with ether and dried to 114 g. Recrystallized from ethyl acetate and vacuum dried, the compound melted at 87°-91.5°. Starting materials: O=C1N(CC2=C(C[C@H]1CC(=O)O)C=CC(=C2)OCCC=2N=C1N(CCCN1C(=O)OC(C)(C)C)C2)CC(F)(F)F ((4S)-3-oxo-8-[2-(8-tert-butoxycarbonyl-5,6,7,8-tetra-hydroimidazo[1,2-a]pyrimidin-2-yl)ethoxy]-2-(2,2,2-trifluoro ethyl)-2,3,4,5-tetrahydro-1H-2-benzazepin-4-acetic acid), C(CC)O (1-propyl alcohol), Cl.O1CCOCC1 (hydrogen chloride 1,4-dioxane). Reaction conditions: temperature 45 celsius, time 4.5 hour. Product: Cl.O=C1N(CC2=C(C[C@H]1CC(=O)OCCC)C=CC(=C2)OCCC=2N=C1N(CCCN1)C2)CC(F)(F)F (Propyl(4S)-3-oxo-8-[2-(5,6,7,8-tetrahydroimidazo[1,2-a]pyrimidin-2-yl)ethoxy]-2-(2,2,2-trifluoroethyl)-2,3,4,5-tetrahydro-1H-2-benzazepin-4-acetate hydrochloride). RXN SMILES: [O:1]=[C:2]1[C@H:8]([CH2:9][C:10]([OH:12])=[O:11])[CH2:7][C:6]2[CH:13]=[CH:14][C:15]([O:17][CH2:18][CH2:19][C:20]3[N:21]=[C:22]4[N:27](C(OC(C)(C)C)=O)[CH2:26][CH2:25][CH2:24][N:23]4[CH:35]=3)=[CH:16][C:5]=2[CH2:4][N:3]1[CH2:36][C:37]([F:40])([F:39])[F:38].[CH2:41](O)[CH2:42][CH3:43].[ClH:45].O1CCOCC1>>[ClH:45].[O:1]=[C:2]1[C@H:8]([CH2:9][C:10]([O:12][CH2:41][CH2:42][CH3:43])=[O:11])[CH2:7][C:6]2[CH:13]=[CH:14][C:15]([O:17][CH2:18][CH2:19][C:20]3[N:21]=[C:22]4[NH:27][CH2:26][CH2:25][CH2:24][N:23]4[CH:35]=3)=[CH:16][C:5]=2[CH2:4][N:3]1[CH2:36][C:37]([F:39])([F:40])[F:38] |f:2.3,4.5|. Procedure: 703 mg (1.24 mmol) of (4S)-3-oxo-8-[2-(8-tert-butoxycarbonyl-5,6,7,8-tetra-hydroimidazo[1,2-a]pyrimidin-2-yl)ethoxy]-2-(2,2,2-trifluoro ethyl)-2,3,4,5-tetrahydro-1H-2-benzazepin-4-acetic acid obtained in Example 5-(a) and 1.86 mL (24.8 mmol) of 1-propyl alcohol were mixed, 12.4 mL (49.6 mmol) of 4N hydrogen chloride/1,4-dioxane solution was added to the mixture, and the resulting mixture was stirred under nitrogen gas atmosphere at 45° C. for 4.5 hours. Reactants: B, CC(=O)O, CSC, COC(=O)C1CCC(C(=O)O)CC1, C1CCOC1, O. Yields the product COC(=O)C1CCC(CO)CC1. As a reaction SMILES: [BH3:17].[C:19]([OH:20])(=[O:21])[CH3:22].[CH3:14][S:15][CH3:16].[CH3:1][O:2][C:3](=[O:4])[CH:5]1[CH2:6][CH2:7][CH:8]([C:11](=[O:12])[OH:13])[CH2:9][CH2:10]1.[O:23]1[CH2:24][CH2:25][CH2:26][CH2:27]1.[OH2:18]>>[CH3:1][O:2][C:3](=[O:4])[CH:5]1[CH2:6][CH2:7][CH:8]([CH2:11][OH:12])[CH2:9][CH2:10]1. The reactants are COC(C=1C(C(=O)OC)=C(C=CC1)I)=O (3-iodophthalic acid dimethyl ester), NC1=CC=CC=C1 (aniline), C=1C=CC(=CC1)P(C=2C=CC=CC2)C3=CC=C4C=CC=CC4=C3C5=C6C=CC=CC6=CC=C5P(C=7C=CC=CC7)C=8C=CC=CC8 (rac-BINAP), C([O-])([O-])=O.[Cs+].[Cs+] (cesium carbonate). Reagents/catalysts: C=1C=CC(=CC1)/C=C/C(=O)/C=C/C2=CC=CC=C2.C=1C=CC(=CC1)/C=C/C(=O)/C=C/C2=CC=CC=C2.C=1C=CC(=CC1)/C=C/C(=O)/C=C/C2=CC=CC=C2.[Pd].[Pd] (Pd2(dba)3). Run in C1(=CC=CC=C1)C (toluene), C(Cl)Cl (CH2Cl2). The product is COC(C=1C(C(=O)OC)=C(C=CC1)NC1=CC=CC=C1)=O (3-Phenylaminophthalic Acid Dimethyl Ester). Yield: 83.0%. RXN SMILES: [CH3:1][O:2][C:3](=[O:15])[C:4]1[C:5](=[C:10](I)[CH:11]=[CH:12][CH:13]=1)[C:6]([O:8][CH3:9])=[O:7].[NH2:16][C:17]1[CH:22]=[CH:21][CH:20]=[CH:19][CH:18]=1.C1C=CC(P(C2C(C3C(P(C4C=CC=CC=4)C4C=CC=CC=4)=CC=C4C=3C=CC=C4)=C3C(C=CC=C3)=CC=2)C2C=CC=CC=2)=CC=1.C(=O)([O-])[O-].[Cs+].[Cs+]>C1(C)C=CC=CC=1.C(Cl)Cl.C1C=CC(/C=C/C(/C=C/C2C=CC=CC=2)=O)=CC=1.C1C=CC(/C=C/C(/C=C/C2C=CC=CC=2)=O)=CC=1.C1C=CC(/C=C/C(/C=C/C2C=CC=CC=2)=O)=CC=1.[Pd].[Pd]>[CH3:1][O:2][C:3](=[O:15])[C:4]1[C:5](=[C:10]([NH:16][C:17]2[CH:22]=[CH:21][CH:20]=[CH:19][CH:18]=2)[CH:11]=[CH:12][CH:13]=1)[C:6]([O:8][CH3:9])=[O:7] |f:3.4.5,8.9.10.11.12|. Procedure details: A mixture of 3-iodophthalic acid dimethyl ester (1.0 g, 3.1 mmol), aniline (0.31 g, 3.1 mmol), Pd2(dba)3 (0.13 g, 0.14 mmol), rac-BINAP (0.058 g, 0.093 mmol), and cesium carbonate (1.4 g, 4.3 mmol), in 6 mL toluene was heated to reflux under nitrogen for 24 hours. The reaction mixture was cooled, diluted with CH2Cl2 (10 mL), and then filtered through Celite, and the filter was washed with additional CH2Cl2 (30 mL). The filtrate was evaporated, and the residue was chromatographed using a hexanes-... Starting materials: C(Br)(Br)(Br)Br (carbon tetrabromide), C(C)(C)(C)OC(=O)N1C(OC[C@@]1(C)C=O)(C)C (3-t-butoxycarbonyl-2,2-dimethyl-(4S)-formyl-4-methyloxazolidine), C1(=CC=CC=C1)P(C1=CC=CC=C1)C1=CC=CC=C1 (Triphenylphosphine), ice. Solvent: ClCCl (dichloromethane), ClCCl (dichloromethane), ClCCl (dichloromethane). Conditions: time 14 hour. Yields the product C(C)(C)(C)OC(=O)N1C(OC[C@]1(C)C=C(Br)Br)(C)C (3-t-Butoxycarbonyl-2,2-dimethyl-(4S)-(2,2-dibromo)ethenyl-4-methyloxazolidine). Yield: 71.8%. RXN SMILES: C1(P(C2C=CC=CC=2)C2C=CC=CC=2)C=CC=CC=1.[C:20]([Br:24])(Br)(Br)[Br:21].[C:25]([O:29][C:30]([N:32]1[C@@:36]([CH:38]=O)([CH3:37])[CH2:35][O:34][C:33]1([CH3:41])[CH3:40])=[O:31])([CH3:28])([CH3:27])[CH3:26]>ClCCl>[C:25]([O:29][C:30]([N:32]1[C@:36]([CH:38]=[C:20]([Br:24])[Br:21])([CH3:37])[CH2:35][O:34][C:33]1([CH3:41])[CH3:40])=[O:31])([CH3:28])([CH3:26])[CH3:27]. Procedure: Triphenylphosphine (17.3 g, 65.8 mmol) was dissolved in dichloromethane (25 ml), and a solution of carbon tetrabromide (10.9 g, 32.9 mmol) in dichloromethane (15 ml) was added dropwise thereto in an ice bath followed by stirring for 5 minutes in the ice bath. To the reaction solution was added dropwise a dichloromethane (40 ml) solution of 3-t-butoxycarbonyl-2,2-dimethyl-(4S)-formyl-4-methyloxazolidine (4.00 g, 16.4 mmol) obtained in Reference example 2(c). After stirring for 14 hours at room te... The reactants are Cc1ccccc1, COc1cc(Cl)ccc1-c1nsc(CO)n1, O, BrP(Br)Br. Yields the product COc1cc(Cl)ccc1-c1nsc(CBr)n1. As a reaction SMILES: [CH3:22][c:23]1[cH:24][cH:25][cH:26][cH:27][cH:28]1.[Cl:1][c:2]1[cH:3][c:4]([O:15][CH3:16])[c:5](-[c:8]2[n:9][s:10][c:11]([CH2:13][OH:14])[n:12]2)[cH:6][cH:7]1.[OH2:21].[P:17]([Br:18])([Br:19])[Br:20]>>[Cl:1][c:2]1[cH:3][c:4]([O:15][CH3:16])[c:5](-[c:8]2[n:9][s:10][c:11]([CH2:13][Br:18])[n:12]2)[cH:6][cH:7]1. Starting materials: NC1=NC=CC(=N1)C1=CN=C2N1C=CC=C2 (2-amino-4-(imidazo-[1,2-a]pyridin-3-yl)pyrimidine), BrC1=CC=C(C=C1)C(=O)C=1C=NNC1 ((4-bromophenyl)(1H-pyrazol-4-yl)methanone), CC(C)([O-])C.[K+] (potassium tert-butoxide). Yield: 8.0%. Reaction SMILES: [NH2:1][C:2]1[N:7]=[C:6]([C:8]2[N:12]3[CH:13]=[CH:14][CH:15]=[CH:16][C:11]3=[N:10][CH:9]=2)[CH:5]=[CH:4][N:3]=1.Br[C:18]1[CH:23]=[CH:22][C:21]([C:24]([C:26]2[CH:27]=[N:28][NH:29][CH:30]=2)=[O:25])=[CH:20][CH:19]=1.CC(C)([O-])C.[K+]>>[NH:29]1[CH2:30][CH:26]([C:24]([C:21]2[CH:22]=[CH:23][C:18]([NH:1][C:2]3[N:7]=[C:6]([C:8]4[N:12]5[CH:13]=[CH:14][CH:15]=[CH:16][C:11]5=[N:10][CH:9]=4)[CH:5]=[CH:4][N:3]=3)=[CH:19][CH:20]=2)=[O:25])[CH:27]=[N:28]1 |f:2.3|. Procedure: The title compound was prepared from 2-amino-4-(imidazo-[1,2-a]pyridin-3-yl)pyrimidine and (4-bromophenyl)(1H-pyrazol-4-yl)methanone following the general method of Example 1 using potassium tert-butoxide as the base. The crude product was purified by column chromatography on silica gel using chloroform/ethanol, 95:5, as the eluent affording 0.020 g (8% yield) of the title compound as a yellow solid: mp (decomp.) 229-232° C.; MS (TSP) m/z 382 (M+1); 1H NMR (400 MHz, DMSO-d6) δ 10.27 (d, J=6.9 Hz... The product is N1N=CC(C1)C(=O)C1=CC=C(NC2=NC=CC(=N2)C2=CN=C3N2C=CC=C3)C=C1 (2-[4-(4,5-Dihydro-1H-pyrazol-4-ylcarbonyl)anilino]-4-(imidazo-[1,2-a]-pyridin-3-yl)pyrimidine). Starting materials: CO, CCOC(C)=O, CCOC(=O)C(C)Cc1ccc(OCc2cc(-c3ccc(Cl)cc3)cc3c2OC(C)(C)C3)cc1, Cl, [Li+], C1CCOC1, [OH-], O. Yields the product CC(Cc1ccc(OCc2cc(-c3ccc(Cl)cc3)cc3c2OC(C)(C)C3)cc1)C(=O)O. As a reaction SMILES: [CH3:35][OH:36].[CH3:45][CH2:46][O:47][C:48]([CH3:49])=[O:50].[Cl:1][c:2]1[cH:3][cH:4][c:5](-[c:8]2[cH:9][c:10]([CH2:19][O:20][c:21]3[cH:22][cH:23][c:24]([CH2:27][CH:28]([C:29](=[O:30])[O:31][CH2:32][CH3:33])[CH3:34])[cH:25][cH:26]3)[c:11]3[c:12]([cH:18]2)[CH2:13][C:14]([CH3:16])([CH3:17])[O:15]3)[cH:6][cH:7]1.[ClH:39].[Li+:37].[O:40]1[CH2:41][CH2:42][CH2:43][CH2:44]1.[OH-:38].[OH2:51]>>[Cl:1][c:2]1[cH:3][cH:4][c:5](-[c:8]2[cH:9][c:10]([CH2:19][O:20][c:21]3[cH:22][cH:23][c:24]([CH2:27][CH:28]([C:29](=[O:30])[OH:31])[CH3:34])[cH:25][cH:26]3)[c:11]3[c:12]([cH:18]2)[CH2:13][C:14]([CH3:16])([CH3:17])[O:15]3)[cH:6][cH:7]1. Reactants: COc1cc2ccnc(CO)c2cc1OC, ClCCl, O=S(Cl)Cl. Yields the product COc1cc2ccnc(CCl)c2cc1OC. Reaction SMILES: [CH3:1][O:2][c:3]1[cH:4][c:5]2[cH:6][cH:7][n:8][c:9]([CH2:15][OH:16])[c:10]2[cH:11][c:12]1[O:13][CH3:14].[Cl:21][CH2:22][Cl:23].[S:17]([Cl:18])([Cl:19])=[O:20]>>[CH3:1][O:2][c:3]1[cH:4][c:5]2[cH:6][cH:7][n:8][c:9]([CH2:15][Cl:19])[c:10]2[cH:11][c:12]1[O:13][CH3:14]. Starting materials: ClC1=CC=C2C(C(=O)OC(N2)=O)=C1 (5-chloroisatoic anhydride), [N+](=O)([O-])C=1C=C2C(C(NC2=CC1)=O)=O (5-nitroisatin), FC=1C=C2C(C(NC2=CC1)=O)=O (5-fluoroisatin). Product: [N+](=O)([O-])C=1C=C2C(C3=NC4=CC=CC=C4C(N3C2=CC1)=O)=O (8-Nitroindolo[2,1-b]quinazoline-6,12-dione). The yield is 18.0%. As a reaction SMILES: Cl[C:2]1[CH:13]=[C:6]2[C:7](OC(=O)[NH:11][C:5]2=[CH:4][CH:3]=1)=[O:8].[N+:14]([C:17]1[CH:18]=[C:19]2[C:23](=[CH:24][CH:25]=1)[NH:22][C:21](=O)[C:20]2=[O:27])([O-:16])=[O:15].FC1C=C2C(=CC=1)NC(=O)C2=O>>[N+:14]([C:17]1[CH:18]=[C:19]2[C:23](=[CH:24][CH:25]=1)[N:22]1[C:21](=[N:11][C:5]3[C:6]([C:7]1=[O:8])=[CH:13][CH:2]=[CH:3][CH:4]=3)[C:20]2=[O:27])([O-:16])=[O:15]. Reported procedure: Using the procedure in Example 12 and substituting isatoic anhydride for 5-chloroisatoic anhydride and 5-nitroisatin for 5-fluoroisatin gave the title compound in 18% yield: mp 302.2°-303° C.; 1H NMR (300 MHz, CDCl3) δ 8.88 (d, 1H) 8.77 (d, 1H) 8.66-8.74 (m, 1H) 8.46-8.52 (m, 1H) 8.09 (d, 1H) 7.88-7.98 (m, 1H) 7.72-7.80 (m, 1H); MS (M+H)+ 293.